Dataset: the Open Reaction Database (ORD), a public repository of structured organic reaction records. Task: describe an organic reaction: reactants, conditions, products, and yield Procedure details: 2-[3,5-Bis(methoxymethoxy)phenyl]ethanol (4.6 g, 19 mmol) obtained in Example 1, Step 2 was dissolved in N,N-dimethylformamide (40 mL), and a 60% sodium hydride dispersion in mineral oil (0.30 g, 7.5 mmol) was added thereto at 4° C. in an atmosphere of nitrogen, followed by stirring at 4° C. for 1 hour. Methyl iodide (3.6 mL, 58 mmol) was added dropwise to the reaction mixture, followed by stirring at 4° C. for 3 hours. To the reaction mixture were added a saturated aqueous solution of ammonium ... Solvent: CN(C=O)C (N,N-dimethylformamide), O (water). Conditions: temperature 4 celsius, time 1 hour. Product: COCOC1=CC(=CC(=C1)CCOC)OCOC (1,3-bis(methoxymethoxy)-5-(2-methoxyethyl)benzene). As a reaction SMILES: [CH3:1][O:2][CH2:3][O:4][C:5]1[CH:6]=[C:7]([CH2:15][CH2:16][OH:17])[CH:8]=[C:9]([O:11][CH2:12][O:13][CH3:14])[CH:10]=1.[H-].[Na+].[CH3:20]I.[Cl-].[NH4+]>CN(C)C=O.O>[CH3:1][O:2][CH2:3][O:4][C:5]1[CH:6]=[C:7]([CH2:15][CH2:16][O:17][CH3:20])[CH:8]=[C:9]([O:11][CH2:12][O:13][CH3:14])[CH:10]=1 |f:1.2,4.5|. The reactants are CI (Methyl iodide), COCOC=1C=C(C=C(C1)OCOC)CCO (2-[3,5-Bis(methoxymethoxy)phenyl]ethanol), [H-].[Na+] (sodium hydride), oil, [Cl-].[NH4+] (ammonium chloride).